From a dataset of the Open Reaction Database (ORD), a public repository of structured organic reaction records. describe an organic reaction: reactants, conditions, products, and yield Reactants: F[B-](F)(F)F, C1CCOC1, Cc1cc(C(=O)O)ccc1N1CCOCC1=O, CCN(C(C)C)C(C)C, COCCC(N)c1nc2cc(Cl)ccc2[nH]1, CN(C)C(On1nnc2ccccc21)=[N+](C)C. The product is COCCC(NC(=O)c1ccc(N2CCOCC2=O)c(C)c1)c1nc2cc(Cl)ccc2[nH]1. RXN SMILES: [B-:34]([F:35])([F:36])([F:37])[F:38].[CH2:65]1[O:66][CH2:67][CH2:68][CH2:69]1.[CH3:1][c:2]1[cH:3][c:4]([C:5](=[O:6])[OH:7])[cH:8][cH:9][c:10]1[N:11]1[C:12](=[O:17])[CH2:13][O:14][CH2:15][CH2:16]1.[CH:56]([N:57]([CH2:58][CH3:59])[CH:60]([CH3:61])[CH3:62])([CH3:63])[CH3:64].[Cl:18][c:19]1[cH:20][c:21]2[c:22]([nH:23][c:24]([CH:26]([CH2:27][CH2:28][O:29][CH3:30])[NH2:31])[n:25]2)[cH:32][cH:33]1.[n:39]1([O:40][C:41]([N:42]([CH3:43])[CH3:44])=[N+:45]([CH3:46])[CH3:47])[c:48]2[cH:49][cH:50][cH:51][cH:52][c:53]2[n:54][n:55]1>>[CH3:1][c:2]1[cH:3][c:4]([C:5](=[O:7])[NH:31][CH:26]([c:24]2[nH:23][c:22]3[c:21]([cH:20][c:19]([Cl:18])[cH:33][cH:32]3)[n:25]2)[CH2:27][CH2:28][O:29][CH3:30])[cH:8][cH:9][c:10]1[N:11]1[C:12](=[O:17])[CH2:13][O:14][CH2:15][CH2:16]1. Starting materials: Cl.C1NC(CC2=CC=CC=C12)C(=O)OC (Methyl 1,2,3,4-tetrahydroisoquinoline-3-carboxylate hydrochloride), [H][H] (hydrogen). Reaction SMILES: Cl.[CH2:2]1[C:11]2[C:6](=[CH:7][CH:8]=[CH:9][CH:10]=2)[CH2:5][CH:4]([C:12]([O:14][CH3:15])=[O:13])[NH:3]1.[H][H]>C(O)C.[Rh]>[CH2:2]1[CH:11]2[CH:6]([CH2:7][CH2:8][CH2:9][CH2:10]2)[CH2:5][CH:4]([C:12]([O:14][CH3:15])=[O:13])[NH:3]1 |f:0.1|. The reagents and catalysts are [Rh] (Rh/C). Run in C(C)O (ethanol). Procedure: Methyl 1,2,3,4-tetrahydroisoquinoline-3-carboxylate hydrochloride (2.3 g, 10 mmol) in 200 ml absolute ethanol is hydrogenated at 50 psi, room temperature, using 0.6 g 5% Rh/C catalyst. After the theoretical amount of hydrogen is taken up (36 hours), the catalyst is filtered and the filtrate is evaporated to dryness. The residue is dissolved in methylene chloride and washed with a saturated solution of sodium carbonate. The organic phase is dried (Na2SO4) and acidified with ethanolic HCl. Evapora... Product: C1NC(CC2CCCCC12)C(=O)OC (Methyl 1,2,3,4,4a,5,6,7,8,8a-Decahydroisoquinoline-3-carboxylate). Isolated yield 101.4%. RXN SMILES: [F:1][c:2]1[cH:3][c:4]([NH:21][C:22](=[O:23])[c:24]2[c:25](=[O:45])[n:26](-[c:39]3[cH:40][cH:41][cH:42][cH:43][cH:44]3)[n:27]([CH2:30][CH:31]([CH3:32])[O:33][C:34]([CH:35]([CH3:36])[NH2:37])=[O:38])[c:28]2[CH3:29])[cH:5][cH:6][c:7]1[O:8][c:9]1[cH:10][cH:11][n:12][c:13]2[cH:14][c:15]([O:19][CH3:20])[cH:16][cH:17][c:18]12.[OH:46][C:47](=[O:48])[c:49]1[cH:50][cH:51][cH:52][cH:53][cH:54]1>>[F:1][c:2]1[cH:3][c:4]([NH:21][C:22](=[O:23])[c:24]2[c:25](=[O:45])[n:26](-[c:39]3[cH:40][cH:41][cH:42][cH:43][cH:44]3)[n:27]([CH2:30][CH:31]([CH3:32])[O:33][C:34]([CH:35]([CH3:36])[NH2:37])=[O:38])[c:28]2[CH3:29])[cH:5][cH:6][c:7]1[O:8][c:9]1[cH:10][cH:11][n:12][c:13]2[cH:14][c:15]([O:19][CH3:20])[cH:16][cH:17][c:18]12.[O:46]=[C:47]([OH:48])[c:49]1[cH:50][cH:51][cH:52][cH:53][cH:54]1. The reactants are COc1ccc2c(Oc3ccc(NC(=O)c4c(C)n(CC(C)OC(=O)C(C)N)n(-c5ccccc5)c4=O)cc3F)ccnc2c1, O=C(O)c1ccccc1. Product: COc1ccc2c(Oc3ccc(NC(=O)c4c(C)n(CC(C)OC(=O)C(C)N)n(-c5ccccc5)c4=O)cc3F)ccnc2c1, O=C(O)c1ccccc1. Reactants: OC1=CC=C(C=C1)C=1OC2=C(C1)C=C(C=C2)C(=O)O (2-(4-Hydroxy-phenyl)-benzofuran-5-carboxylic acid). The solvent is C1CCOC1 (THF), C1CCOC1 (THF). Run at time 2 hour. Product: OCC=1C=CC2=C(C=C(O2)C2=CC=C(C=C2)O)C1 (4-(5-Hydroxymethyl-benzofuran-2-yl)-phenol). Isolated yield 35.1%. RXN SMILES: [OH:1][C:2]1[CH:7]=[CH:6][C:5]([C:8]2[O:9][C:10]3[CH:16]=[CH:15][C:14]([C:17](O)=[O:18])=[CH:13][C:11]=3[CH:12]=2)=[CH:4][CH:3]=1>C1COCC1>[OH:18][CH2:17][C:14]1[CH:15]=[CH:16][C:10]2[O:9][C:8]([C:5]3[CH:6]=[CH:7][C:2]([OH:1])=[CH:3][CH:4]=3)=[CH:12][C:11]=2[CH:13]=1. Procedure: Compound 143 (0.21 g, 0.83 mmol) in THF (10 ml) was treated with BH3 THF (4.0 ml of 1.0 M) and the reaction was heated to reflux. After 2 hr, the reaction was cooled and then poured into 2NHCl and extracted with EtOAc. The organic layer was dried, concentrated and the product was purified by cloumn chromatography (60% EtOAc/Hexane) to give 144 as a solid (0.07 g, 37%); Mp=248–250° C.; 1H NMR (DMSO-d6) δ 9.86 (br s, 1 H), 7.72 (d, 2 H, J=8.3 Hz), 7.52–7.49 (m, 2 H), 7.19 (dd, 1 H, J=8.3 Hz, 1.6 H... Starting materials: C=CC(=O)OC, O=C([O-])[O-], CS(C)=O, Clc1ncnc2nc[nH]c12, [K+], [K+]. Product: COC(=O)CCn1cnc2c(Cl)ncnc21. As a reaction SMILES: [C:11]([CH:12]=[CH2:13])(=[O:14])[O:15][CH3:16].[C:17](=[O:18])([O-:19])[O-:20].[CH3:23][S:24]([CH3:25])=[O:26].[Cl:1][c:2]1[c:3]2[nH:4][cH:5][n:6][c:7]2[n:8][cH:9][n:10]1.[K+:21].[K+:22]>>[Cl:1][c:2]1[c:3]2[n:4][cH:5][n:6]([CH2:13][CH2:12][C:11](=[O:14])[O:15][CH3:16])[c:7]2[n:8][cH:9][n:10]1. Product: C(C)C1C(CC(C(C(OC(C2CCCCN2C(C(C2(C(CC(C(C(CC(CC(=C1)C)C)OC)O2)OC)C)O)=O)=O)=O)C(=CC2CC(C(CC2)OCC=CC2=CC=C(C=C2)O[Si](C)(C)C(C)(C)C)OC)C)C)O)=O (17-Ethyl-1,14-dihydroxy-12-[2'-(4"-(4"'-t-butyldimethylsiloxycinnamyloxy)-3"-methoxycyclohexyl)-1'-methylvinyl]-23,25-dimethoxy-13,19,21,27-tetramethyl-11,28-dioxa-4-azatricyclo[22.3.1.04,9 ]octacos-18-ene-2,3,10,16-tetraone). RXN SMILES: [CH2:1]([CH:3]1[CH:29]=[C:28]([CH3:30])[CH2:27][CH:26]([CH3:31])[CH2:25][CH:24]([O:32][CH3:33])[CH:23]2[O:34][C:19]([OH:38])([CH:20]([CH3:37])[CH2:21][CH:22]2[O:35][CH3:36])[C:18](=[O:39])[C:17](=[O:40])[N:16]2[CH:11]([CH2:12][CH2:13][CH2:14][CH2:15]2)[C:10](=[O:41])[O:9][CH:8]([C:42]([CH3:53])=[CH:43][CH:44]2[CH2:49][CH2:48][CH:47]([OH:50])[CH:46]([O:51][CH3:52])[CH2:45]2)[CH:7]([CH3:54])[CH:6]([OH:55])[CH2:5][C:4]1=[O:56])[CH3:2].C12(CS(O)(=O)=O)C(C)(C)C(CC1)CC2=O.ClC(Cl)(Cl)C(=N)O[CH2:76][CH:77]=[CH:78][C:79]1[CH:84]=[CH:83][C:82]([O:85][Si:86]([C:89]([CH3:92])([CH3:91])[CH3:90])([CH3:88])[CH3:87])=[CH:81][CH:80]=1>>[CH2:1]([CH:3]1[CH:29]=[C:28]([CH3:30])[CH2:27][CH:26]([CH3:31])[CH2:25][CH:24]([O:32][CH3:33])[CH:23]2[O:34][C:19]([OH:38])([CH:20]([CH3:37])[CH2:21][CH:22]2[O:35][CH3:36])[C:18](=[O:39])[C:17](=[O:40])[N:16]2[CH:11]([CH2:12][CH2:13][CH2:14][CH2:15]2)[C:10](=[O:41])[O:9][CH:8]([C:42]([CH3:53])=[CH:43][CH:44]2[CH2:49][CH2:48][CH:47]([O:50][CH2:76][CH:77]=[CH:78][C:79]3[CH:84]=[CH:83][C:82]([O:85][Si:86]([C:89]([CH3:90])([CH3:92])[CH3:91])([CH3:88])[CH3:87])=[CH:81][CH:80]=3)[CH:46]([O:51][CH3:52])[CH2:45]2)[CH:7]([CH3:54])[CH:6]([OH:55])[CH2:5][C:4]1=[O:56])[CH3:2]. Reactants: C(C)C1C(CC(C(C(OC(C2CCCCN2C(C(C2(C(CC(C(C(CC(CC(=C1)C)C)OC)O2)OC)C)O)=O)=O)=O)C(=CC2CC(C(CC2)O)OC)C)C)O)=O (17-ethyl-1,14-dihydroxy-12-[2'-(4"-hydroxy-3"-methoxycyclohexyl)-1'-methylvinyl]-23,25-dimethoxy-13,19,21,27-tetramethyl-11,28-dioxa-4-azatricyclo[22.3.1.04,9 ]octacos-18-ene-2,3,10,16-tetraone), ClC(C(OCC=CC1=CC=C(C=C1)O[Si](C)(C)C(C)(C)C)=N)(Cl)Cl (4-t-butyldimethylsiloxycinnamyl trichloroacetimidate), C12(C(=O)CC(CC1)C2(C)C)CS(=O)(=O)O (Camphorsulfonic acid). Procedure details: To a solution of 17-ethyl-1,14-dihydroxy-12-[2'-(4"-hydroxy-3"-methoxycyclohexyl)-1'-methylvinyl]-23,25-dimethoxy-13,19,21,27-tetramethyl-11,28-dioxa-4-azatricyclo[22.3.1.04,9 ]octacos-18-ene-2,3,10,16-tetraone (700 mg in 12 ml methylene chloride)4-t-butyldimethylsiloxycinnamyl trichloroacetimidate (550 μl neat) was added and the reagents allowed to mix for 5 minutes. Camphorsulfonic acid (35 mg) was added and the mixture stirred at room temperature. After 5 hours the reaction was quenched by th... Starting materials: O=C1C(CC(F)(F)F)SCN1CCCCBr, CC#N, Cl, [I-], [K+], [K+], [Na+], O=C([O-])[O-], c1ccc2c(N3CCNCC3)nsc2c1. The product is O=C1C(CC(F)(F)F)SCN1CCCCN1CCN(c2nsc3ccccc23)CC1, Cl. RXN SMILES: [Br:1][CH2:2][CH2:3][CH2:4][CH2:5][N:6]1[CH2:7][S:8][CH:9]([CH2:12][C:13]([F:14])([F:15])[F:16])[C:10]1=[O:11].[CH3:41][C:42]#[N:43].[ClH:17].[I-:39].[K+:33].[K+:34].[Na+:40].[O-:35][C:36]([O-:37])=[O:38].[s:18]1[n:19][c:20]([N:27]2[CH2:28][CH2:29][NH:30][CH2:31][CH2:32]2)[c:21]2[c:22]1[cH:23][cH:24][cH:25][cH:26]2>>[CH2:2]([CH2:3][CH2:4][CH2:5][N:6]1[CH2:7][S:8][CH:9]([CH2:12][C:13]([F:14])([F:15])[F:16])[C:10]1=[O:11])[N:30]1[CH2:29][CH2:28][N:27]([c:20]2[n:19][s:18][c:22]3[c:21]2[cH:26][cH:25][cH:24][cH:23]3)[CH2:32][CH2:31]1.[ClH:17].